Dataset: the Open Reaction Database (ORD), a public repository of structured organic reaction records. Task: describe an organic reaction: reactants, conditions, products, and yield Reactants: C1(=CC=CC=C1)NC(=O)[C@H]1CN(CCC1)C(=O)OC(C)(C)C ((R)-1-Boc-Piperidine-3-carboxylic Acid Phenyl Amide), B (borane). Solvent: C1CCOC1 (THF), C1CCOC1 (THF). Yields the product C(=O)(OC(C)(C)C)N1C[C@H](CCC1)CNC1=CC=CC=C1 ((R)-N-(1-Boc-Piperidin-3-ylmethyl)-aniline). Yield: 91.5%. As a reaction SMILES: [C:1]1([NH:7][C:8]([C@@H:10]2[CH2:15][CH2:14][CH2:13][N:12]([C:16]([O:18][C:19]([CH3:22])([CH3:21])[CH3:20])=[O:17])[CH2:11]2)=O)[CH:6]=[CH:5][CH:4]=[CH:3][CH:2]=1.B>C1COCC1>[C:16]([N:12]1[CH2:13][CH2:14][CH2:15][C@H:10]([CH2:8][NH:7][C:1]2[CH:6]=[CH:5][CH:4]=[CH:3][CH:2]=2)[CH2:11]1)([O:18][C:19]([CH3:21])([CH3:22])[CH3:20])=[O:17]. Procedure: (R)-1-Boc-piperidine-3-carboxylic acid phenyl amide 26 (5.26 g, 17.28 mmol) in 20 mL of dry THF was added slowly to 34.5 mL of 1.0 M borane in THF while stirring in an ice bath. The mixture was refluxed for 2 hours, then cooled in an ice bath, and quenched with 20 mL of aqueous HCl (10%), then treated with NaOH (10%) to pH ˜10. The mixture was extracted with ethyl acetate (3×100 mL). The extracts were combined and washed with brine (2×50 mL), and dried over anhydrous sodium sulfate. After the so... Starting materials: COC1=CC=C(C=C1)C1CCC(N1CCN1CCOCC1)=O (5-(4-Methoxyphenyl)-1-[2-(4-morpholinyl)ethyl]-2-pyrrolidinone), C([O-])(O)=O.[Na+] (sodium bicarbonate). Solvent: Br (hydrobromic acid). Conditions: temperature 100 celsius. Product: OC1=CC=C(C=C1)C1CCC(N1CCN1CCOCC1)=O (5-(4-Hydroxyphenyl)-1-[2-(4-morpholinyl)ethyl]-2-pyrrolidinone). Yield: 73.7%. RXN SMILES: C[O:2][C:3]1[CH:8]=[CH:7][C:6]([CH:9]2[N:13]([CH2:14][CH2:15][N:16]3[CH2:21][CH2:20][O:19][CH2:18][CH2:17]3)[C:12](=[O:22])[CH2:11][CH2:10]2)=[CH:5][CH:4]=1.C(=O)(O)[O-].[Na+]>Br>[OH:2][C:3]1[CH:8]=[CH:7][C:6]([CH:9]2[N:13]([CH2:14][CH2:15][N:16]3[CH2:17][CH2:18][O:19][CH2:20][CH2:21]3)[C:12](=[O:22])[CH2:11][CH2:10]2)=[CH:5][CH:4]=1 |f:1.2|. Procedure: To a suspension of pentane washed sodium hydride (80% oil dispersion, 5.18 g) in dry dimethylformamide (275 ml) was added 5-(4-methoxyphenyl)pyrrolidin-2-one (16.0 g) followed by N-(2-chloroethyl)morpholine hydrochloride (15.5 g) and potassium iodide (0.05 g) at ambient temperature. The solution was heated at 110° C. for 1.5 hrs, cooled to ambient temperature, and quenched with saturated aqueous ammonium chloride solution. The mixture was concentrated in a Kugelrohr apparatus. The residue was di... Starting materials: ClCCl, COc1ccc(-c2c(-c3ccc(S(N)(=O)=O)cc3)[nH]c3ccccc23)cc1. Product: NS(=O)(=O)c1ccc(-c2[nH]c3ccccc3c2-c2ccc(O)cc2)cc1. Reaction SMILES: [Cl:28][CH2:29][Cl:30].[NH2:1][S:2](=[O:3])(=[O:4])[c:5]1[cH:6][cH:7][c:8](-[c:11]2[nH:12][c:13]3[cH:14][cH:15][cH:16][cH:17][c:18]3[c:19]2-[c:20]2[cH:21][cH:22][c:23]([O:26][CH3:27])[cH:24][cH:25]2)[cH:9][cH:10]1>>[NH2:1][S:2](=[O:3])(=[O:4])[c:5]1[cH:6][cH:7][c:8](-[c:11]2[nH:12][c:13]3[cH:14][cH:15][cH:16][cH:17][c:18]3[c:19]2-[c:20]2[cH:21][cH:22][c:23]([OH:26])[cH:24][cH:25]2)[cH:9][cH:10]1. The reactants are [N+](=O)([O-])CC(O)C1=CC(=CC=C1)OC (2-nitro-1-(3-methoxyphenyl)ethanol). The reagents and catalysts are O=[Pt]=O (PtO2). Solvent: CO (MeOH). Reaction conditions: time 8 hour. Yields the product NCC(O)C1=CC(=CC=C1)OC (2-amino-1-(3-methoxyphenyl)ethanol). The yield is 29.0%. RXN SMILES: [N+:1]([CH2:4][CH:5]([C:7]1[CH:12]=[CH:11][CH:10]=[C:9]([O:13][CH3:14])[CH:8]=1)[OH:6])([O-])=O>CO.O=[Pt]=O>[NH2:1][CH2:4][CH:5]([C:7]1[CH:12]=[CH:11][CH:10]=[C:9]([O:13][CH3:14])[CH:8]=1)[OH:6]. Procedure: A suspension of 2-nitro-1-(3-methoxyphenyl)ethanol (688 mg, 3.49 mmol), PtO2 (160 mg) in MeOH (10 mL) was pressurized to 40 psi H2 and shaken in a Parr shaker overnight. The reaction was depressurized, filtered through Celite, concentrated, purified by flash chromatography (0-100% EtOAc:hexane) to afford 169 mg of the product as an oil: 1H NMR (400 MHz, CDCl3) δ ppm 7.24 (t, J=7.96 Hz, 1H), 6.85-6.93 (m, 2H), 6.80 (m, 1H), 4.60 (dd, J=7.83, 4.04 Hz, 1H), 3.79 (s, 3H), 2.96 (dd, J=12.76, 3.92 Hz,... Starting materials: CN=C=O (methyl isocyanate), NC1=CC=C(C=C1)N1C(=NC=C1)CC (1-(4-aminophenyl)-2-ethylimidazole). Run in ClCCl (dichloromethane). Run at time 3 hour. Yields the product C(C)C=1N(C=CN1)C1=CC=C(C=C1)NC(=O)NC (2-ethyl-1-[4-(N'-methylureido)phenyl]imidazole). Reaction SMILES: [CH3:1][N:2]=[C:3]=[O:4].[NH2:5][C:6]1[CH:11]=[CH:10][C:9]([N:12]2[CH:16]=[CH:15][N:14]=[C:13]2[CH2:17][CH3:18])=[CH:8][CH:7]=1>ClCCl>[CH2:17]([C:13]1[N:12]([C:9]2[CH:8]=[CH:7][C:6]([NH:5][C:3]([NH:2][CH3:1])=[O:4])=[CH:11][CH:10]=2)[CH:16]=[CH:15][N:14]=1)[CH3:18]. Reported procedure: 0.8 g of methyl isocyanate was added to a solution of 1.5 g of 1-(4-aminophenyl)-2-ethylimidazole in 20 ml of dichloromethane, and the mixture was stirred at room temperature for 3 hours and then refluxed with stirring for 3 hours. After completion of the reaction, the reaction mixture was naturally cooled and the solvent was removed by distillation under reduced pressure. Benzene was added to the residue, and the formed solid was recovered by filtration. The recovered solid was dissolved in a s... Starting materials: NC(=O)C1CCN(c2nc(NCc3ccc4c(c3)OCO4)c3cc(Cl)ccc3n2)CC1, CC#N, O=S(Cl)Cl. Product: N#CC1CCN(c2nc(NCc3ccc4c(c3)OCO4)c3cc(Cl)ccc3n2)CC1. RXN SMILES: [C:5]([NH2:6])(=[O:7])[CH:8]1[CH2:9][CH2:10][N:11]([c:14]2[n:15][c:16]3[cH:17][cH:18][c:19]([Cl:35])[cH:20][c:21]3[c:22]([NH:24][CH2:25][c:26]3[cH:27][c:28]4[c:29]([cH:30][cH:31]3)[O:32][CH2:33][O:34]4)[n:23]2)[CH2:12][CH2:13]1.[CH3:36][C:37]#[N:38].[S:1]([Cl:2])([Cl:3])=[O:4]>>[C:5](#[N:6])[CH:8]1[CH2:9][CH2:10][N:11]([c:14]2[n:15][c:16]3[cH:17][cH:18][c:19]([Cl:35])[cH:20][c:21]3[c:22]([NH:24][CH2:25][c:26]3[cH:27][c:28]4[c:29]([cH:30][cH:31]3)[O:32][CH2:33][O:34]4)[n:23]2)[CH2:12][CH2:13]1.